This data is from the Open Reaction Database (ORD), a public repository of structured organic reaction records. The task is: describe an organic reaction: reactants, conditions, products, and yield Reactants: CS(=O)(=O)N (methanesulfonamide), C1(CC1)S(=O)(=O)N (cyclopropanesulfonamide), C(#N)C1(C2CC3CC(CC1C3)C2)COC2=CC(=C(C(=O)O)C=C2C2CC2)F (4-((2-cyanoadamantan-2-yl)methoxy)-5-cyclopropyl-2-fluorobenzoic acid), C1(CC1)C=1C(=CC(=C(C(=O)O)C1)F)OCC1CC2C(C2CC1)(F)F (5-cyclopropyl-4-((7,7-difluorobicyclo[4.1.0]heptan-3-yl)methoxy)-2-fluorobenzoic acid). Product: C1(CC1)C=1C(=CC(=C(C(=O)NS(=O)(=O)C2CC2)C1)F)OCC1CC2C(C2CC1)(F)F (5-cyclopropyl-N-(cyclopropylsulfonyl)-4-((7,7-difluorobicyclo[4.1.0]-heptan-3-yl)methoxy)-2-fluorobenzamide), solid. The yield is 11.0%. Reaction SMILES: C(C1(COC2C(C3CC3)=CC(C(O)=O)=C(F)C=2)C2CC3CC(CC1C3)C2)#N.[CH:28]1([C:31]2[C:32]([O:41][CH2:42][CH:43]3[CH2:49][CH2:48][CH:47]4[CH:45]([C:46]4([F:51])[F:50])[CH2:44]3)=[CH:33][C:34]([F:40])=[C:35]([CH:39]=2)[C:36](O)=[O:37])[CH2:30][CH2:29]1.CS(N)(=O)=O.[CH:57]1([S:60]([NH2:63])(=[O:62])=[O:61])[CH2:59][CH2:58]1>>[CH:28]1([C:31]2[C:32]([O:41][CH2:42][CH:43]3[CH2:49][CH2:48][CH:47]4[CH:45]([C:46]4([F:50])[F:51])[CH2:44]3)=[CH:33][C:34]([F:40])=[C:35]([CH:39]=2)[C:36]([NH:63][S:60]([CH:57]2[CH2:59][CH2:58]2)(=[O:62])=[O:61])=[O:37])[CH2:30][CH2:29]1. Procedure details: Following the procedure as described in Example 332 Step 7 and making non-critical variations to replace 4-((2-cyanoadamantan-2-yl)methoxy)-5-cyclopropyl-2-fluorobenzoic acid with 5-cyclopropyl-4-((7,7-difluorobicyclo[4.1.0]heptan-3-yl)methoxy)-2-fluorobenzoic acid and to replace methanesulfonamide with cyclopropanesulfonamide, the title compound was obtained as a colorless solid (0.012 g, 11%): 1H NMR (300 MHz, CDCl3) δ11.80 (br s, 1H), 7.10 (d, J=8.2 Hz, 1H), 7.02-6.87 (m, 1H), 4.14-3.78 (m, 2... The reactants are C(C)OC(=O)C1(CN(CCC1)C(=O)OC(C)(C)C)C(CN)C=1C=NC=CC1 (3-(2-Amino-1-pyridin-3-yl-ethyl)-piperidine-1,3-dicarboxylic acid 1-tert-butyl ester 3-ethyl ester). Run in C1(=CC=CC=C1)C (toluene). The product is C(C)(C)(C)OC(=O)N1CC2(C(CNC2=O)C=2C=NC=CC2)CCC1 (1-Oxo-4-pyridin-3-yl-2,7-diaza-spiro[4.5]decane-7-carboxylic acid tert-butyl ester). As a reaction SMILES: C([O:3][C:4]([C:6]1([CH:19]([C:22]2[CH:23]=[N:24][CH:25]=[CH:26][CH:27]=2)[CH2:20][NH2:21])[CH2:11][CH2:10][CH2:9][N:8]([C:12]([O:14][C:15]([CH3:18])([CH3:17])[CH3:16])=[O:13])[CH2:7]1)=O)C>C1(C)C=CC=CC=1>[C:15]([O:14][C:12]([N:8]1[CH2:9][CH2:10][CH2:11][C:6]2([C:4](=[O:3])[NH:21][CH2:20][CH:19]2[C:22]2[CH:23]=[N:24][CH:25]=[CH:26][CH:27]=2)[CH2:7]1)=[O:13])([CH3:16])([CH3:17])[CH3:18]. Procedure: A solution of 3-(2-Amino-1-pyridin-3-yl-ethyl)-piperidine-1,3-dicarboxylic acid 1-tert-butyl ester 3-ethyl ester (2.5 g, 6.6 mmol) in toluene (21 ml) was heated at reflux overnight. The resulting mixture was concentrated in vacuo and the residue was purified by chromatography on silica eluting with 0-10% MeOH in DCM to afford the individual diastereomers as white solids: Starting materials: C(C)(C)(C)C1=C(C=C(C=C1)C(=O)OC)NC(CC(CCCCC)C1=C(C=C(C=C1)C=O)OC)=O (N-(2-t-butyl-5-methoxycarbonylphenyl)-3-(4-formyl-2-methoxyphenyl)octanamide), C(C)[Mg]Br (ethylmagnesium bromide). Product: C(C)(C)(C)C1=C(C=C(C=C1)C(=O)O)NC(CC(CCCCC)C1=C(C=C(C=C1)C(CC)=O)OC)=O (N-(2-t-Butyl-5-carboxyphenyl)-3-(2-methoxy-4-propionylphenyl)octanamide). As a reaction SMILES: [C:1]([C:5]1[CH:10]=[CH:9][C:8]([C:11]([O:13]C)=[O:12])=[CH:7][C:6]=1[NH:15][C:16](=[O:34])[CH2:17][CH:18]([C:24]1[CH:29]=[CH:28][C:27]([CH:30]=[O:31])=[CH:26][C:25]=1[O:32][CH3:33])[CH2:19][CH2:20][CH2:21][CH2:22][CH3:23])([CH3:4])([CH3:3])[CH3:2].[CH2:35]([Mg]Br)[CH3:36]>>[C:1]([C:5]1[CH:10]=[CH:9][C:8]([C:11]([OH:13])=[O:12])=[CH:7][C:6]=1[NH:15][C:16](=[O:34])[CH2:17][CH:18]([C:24]1[CH:29]=[CH:28][C:27]([C:30](=[O:31])[CH2:35][CH3:36])=[CH:26][C:25]=1[O:32][CH3:33])[CH2:19][CH2:20][CH2:21][CH2:22][CH3:23])([CH3:3])([CH3:4])[CH3:2]. Reported procedure: Following a similar procedure to that described in Preparation 64A(i), but using N-(2-t-butyl-5-methoxycarbonylphenyl)-3-(4-formyl-2-methoxyphenyl)-octanamide (prepared as described in Preparation 63A) and ethylmagnesium bromide, the title compound was obtained as a foam-like substance.